This data is from the Open Reaction Database (ORD), a public repository of structured organic reaction records. The task is: describe an organic reaction: reactants, conditions, products, and yield The reactants are BrC=1C=CC(=C(C#N)C1)O[C@@H](CCCCCC)C ((R)-(−)-5-Bromo-2-(1-methylheptyloxy)benzonitrile), C(CCCCCCCCC)OC1=CC=C(C=C1)B(O)O (4-Decyloxyphenylboronic acid). The reagents and catalysts are C=1C=CC(=CC1)[P](C=2C=CC=CC2)(C=3C=CC=CC3)[Pd]([P](C=4C=CC=CC4)(C=5C=CC=CC5)C=6C=CC=CC6)([P](C=7C=CC=CC7)(C=8C=CC=CC8)C=9C=CC=CC9)[P](C=1C=CC=CC1)(C=1C=CC=CC1)C=1C=CC=CC1 (tetrakis(triphenylphosphine)palladium(0)). Run in C([O-])([O-])=O.[Na+].[Na+] (sodium carbonate). Yields the product C(#N)C=1C=C(C=CC1O[C@@H](CCCCCC)C)C1=CC=C(C=C1)OCCCCCCCCCC ((R)-(−)-3-Cyano-4′-Decyloxy-4-(1-methylheptyloxy)biphenyl). RXN SMILES: Br[C:2]1[CH:3]=[CH:4][C:5]([O:10][C@H:11]([CH3:18])[CH2:12][CH2:13][CH2:14][CH2:15][CH2:16][CH3:17])=[C:6]([CH:9]=1)[C:7]#[N:8].[CH2:19]([O:29][C:30]1[CH:35]=[CH:34][C:33](B(O)O)=[CH:32][CH:31]=1)[CH2:20][CH2:21][CH2:22][CH2:23][CH2:24][CH2:25][CH2:26][CH2:27][CH3:28]>C1C=CC([P]([Pd]([P](C2C=CC=CC=2)(C2C=CC=CC=2)C2C=CC=CC=2)([P](C2C=CC=CC=2)(C2C=CC=CC=2)C2C=CC=CC=2)[P](C2C=CC=CC=2)(C2C=CC=CC=2)C2C=CC=CC=2)(C2C=CC=CC=2)C2C=CC=CC=2)=CC=1.C(=O)([O-])[O-].[Na+].[Na+]>[C:7]([C:6]1[CH:9]=[C:2]([C:33]2[CH:34]=[CH:35][C:30]([O:29][CH2:19][CH2:20][CH2:21][CH2:22][CH2:23][CH2:24][CH2:25][CH2:26][CH2:27][CH3:28])=[CH:31][CH:32]=2)[CH:3]=[CH:4][C:5]=1[O:10][C@H:11]([CH3:18])[CH2:12][CH2:13][CH2:14][CH2:15][CH2:16][CH3:17])#[N:8] |f:3.4.5,^1:42,44,63,82|. Reported procedure: Quantities: compound 42 (1.50 g, 4.84 mmol), compound 87 (1.61 g, 5.81 mmol), aqueous sodium carbonate (2 M, 20 ml), tetrakis(triphenylphosphine)palladium(0) (0.28 g, 0.24 mmol), The reactants are C(C)C1C(CC(C(C(OC(C2CCCCN2C(C(C2(C(CC(C(C(CC(CC(=C1)C)C)OC)O2)OC)C)O)=O)=O)=O)C(=CC2CC(C(CC2)OCC(=O)C2=CC=CC=C2)OC)C)C)O[Si](C)(C)C(C)(C)C)=O (17-ethyl-1-hydroxy-14-(tert-butyldimethylsiloxy)-12-[2'-(4"-(2"'-phenyl-2"'-oxo-ethyloxy)-3"-methoxycyclohexyl)-1'-methylvinyl]-23,25-dimethoxy-13,19,21,27-tetramethyl-11,28-dioxa-4-azatricyclo[22.3.1.04,9 ]octacos-18-ene-2,3,10,16-tetraone), C(C(C)[*:2])[*:1] (polypropylene), solution, N1=CC=CC=C1.F (hydrogen fluoride-pyridine). Solvent: O1CCCC1 (tetrahydrofuran), O1CCCC1 (tetrahydrofuran). Run at time 96 hour. Yields the product C(C)C1C(CC(C(C(OC(C2CCCCN2C(C(C2(C(CC(C(C(CC(CC(=C1)C)C)OC)O2)OC)C)O)=O)=O)=O)C(=CC2CC(C(CC2)OCC(=O)C2=CC=CC=C2)OC)C)C)O)=O (17-Ethyl-1,14-dihydroxy-12-[2'-(4"-(2"'-phenyl-2"'-oxo-ethyloxy)-3"-methoxycyclohexyl)-1'-methylvinyl]-23,25-dimethoxy-13,19,21,27-tetramethyl-11,28-dioxa-4-azatricyclo[22.3,1.04,9 ]octacos-18-ene-2,3,10,16-tetraone). RXN SMILES: [CH2:1]([CH:3]1[CH:29]=[C:28]([CH3:30])[CH2:27][CH:26]([CH3:31])[CH2:25][CH:24]([O:32][CH3:33])[CH:23]2[O:34][C:19]([OH:38])([CH:20]([CH3:37])[CH2:21][CH:22]2[O:35][CH3:36])[C:18](=[O:39])[C:17](=[O:40])[N:16]2[CH:11]([CH2:12][CH2:13][CH2:14][CH2:15]2)[C:10](=[O:41])[O:9][CH:8]([C:42]([CH3:62])=[CH:43][CH:44]2[CH2:49][CH2:48][CH:47]([O:50][CH2:51][C:52]([C:54]3[CH:59]=[CH:58][CH:57]=[CH:56][CH:55]=3)=[O:53])[CH:46]([O:60][CH3:61])[CH2:45]2)[CH:7]([CH3:63])[CH:6]([O:64][Si](C(C)(C)C)(C)C)[CH2:5][C:4]1=[O:72])[CH3:2].N1C=CC=CC=1.F>O1CCCC1>[CH2:1]([CH:3]1[CH:29]=[C:28]([CH3:30])[CH2:27][CH:26]([CH3:31])[CH2:25][CH:24]([O:32][CH3:33])[CH:23]2[O:34][C:19]([OH:38])([CH:20]([CH3:37])[CH2:21][CH:22]2[O:35][CH3:36])[C:18](=[O:39])[C:17](=[O:40])[N:16]2[CH:11]([CH2:12][CH2:13][CH2:14][CH2:15]2)[C:10](=[O:41])[O:9][CH:8]([C:42]([CH3:62])=[CH:43][CH:44]2[CH2:49][CH2:48][CH:47]([O:50][CH2:51][C:52]([C:54]3[CH:55]=[CH:56][CH:57]=[CH:58][CH:59]=3)=[O:53])[CH:46]([O:60][CH3:61])[CH2:45]2)[CH:7]([CH3:63])[CH:6]([OH:64])[CH2:5][C:4]1=[O:72])[CH3:2] |f:1.2|. Procedure details: To a solution of 17-ethyl-1-hydroxy-14-(tert-butyldimethylsiloxy)-12-[2'-(4"-(2"'-phenyl-2"'-oxo-ethyloxy)-3"-methoxycyclohexyl)-1'-methylvinyl]-23,25-dimethoxy-13,19,21,27-tetramethyl-11,28-dioxa-4-azatricyclo[22.3.1.04,9 ]octacos-18-ene-2,3,10,16-tetraone (10 mg in 0.4 mL tetrahydrofuran contained in a polypropylene vial) was added 20 μL of a solution of hydrogen fluoride-pyridine complex (40% in (2:1) tetrahydrofuran:pyridine) and the mixture stirred at room temperature. After 96 hours, the r...